describe an organic reaction: reactants, conditions, products, and yield From a dataset of the Open Reaction Database (ORD), a public repository of structured organic reaction records. The reactants are CCO, CSc1nc(N)nc(-c2ccco2)c1C#N. Yields the product CCOc1nc(N)nc(-c2ccco2)c1C#N. As a reaction SMILES: [CH3:17][CH2:18][OH:19].[NH2:1][c:2]1[n:3][c:4]([S:15][CH3:16])[c:5]([C:13]#[N:14])[c:6](-[c:8]2[o:9][cH:10][cH:11][cH:12]2)[n:7]1>>[NH2:1][c:2]1[n:3][c:4]([O:19][CH2:18][CH3:17])[c:5]([C:13]#[N:14])[c:6](-[c:8]2[o:9][cH:10][cH:11][cH:12]2)[n:7]1.